Dataset: the Open Reaction Database (ORD), a public repository of structured organic reaction records. Task: describe an organic reaction: reactants, conditions, products, and yield The reactants are C(C)(C)(C)OC(=O)N1C(SCC1C(=O)O)C=1C=NC=CC1 (N-tert-Butoxycarbonyl-2-(3-pyridyl)thiazolidine-4-carboxylic acid), Cl.N[C@@H](CCSC)C(=O)N (L-methioninamide hydrochloride). Product: Cl.Cl.N1=CC(=CC=C1)C1SCC(N1)C(=O)N[C@@H](CCSC)C(=O)N ([2-(3-pyridyl)thiazolidine-4-carbonyl]-L-methioninamide dihydrochloride). Reaction SMILES: C(OC([N:8]1[CH:12]([C:13]([OH:15])=O)[CH2:11][S:10][CH:9]1[C:16]1[CH:17]=[N:18][CH:19]=[CH:20][CH:21]=1)=O)(C)(C)C.[ClH:22].[NH2:23][C@H:24]([C:29]([NH2:31])=[O:30])[CH2:25][CH2:26][S:27][CH3:28]>>[ClH:22].[ClH:22].[N:18]1[CH:19]=[CH:20][CH:21]=[C:16]([CH:9]2[NH:8][CH:12]([C:13]([NH:23][C@H:24]([C:29]([NH2:31])=[O:30])[CH2:25][CH2:26][S:27][CH3:28])=[O:15])[CH2:11][S:10]2)[CH:17]=1 |f:1.2,3.4.5|. Reported procedure: N-tert-Butoxycarbonyl-2-(3-pyridyl)thiazolidine-4-carboxylic acid and L-methioninamide hydrochloride were used as the starting materials and treated in the same manner as in Example 4 to give [2-(3-pyridyl)thiazolidine-4-carbonyl]-L-methioninamide dihydrochloride. Melting point 131° C. Yields the product C(C)(C)(C)C=1N=C(SC1)C=1OC2=C(C1)C=C(C=C2)O (4-tert-butyl-2-(5-hydroxybenzofuran-2-yl)thiazole). Reaction conditions: time 3 hour. The solvent is ClCCl (dichloromethane), ClCCl (dichloromethane). Procedure details: To a cooled solution of 4-tert-butyl-2-(5-methoxybenzofuran-2-yl)thiazole (1.0 g) in dichloromethane (10 ml), 1M solution of boron tribromide in dichloromethane (7 ml) was added dropwise at 5° C. After being stirred for 3 hours, the resulting solution was poured into a mixture of ice and aqueous sodium hydrogen carbonate. The resulting precipitates were collected by filtration and dissolved in a mixture of tetrahydrofuran and water. The solution was concentrated to give crystals of 4-tert-butyl-... As a reaction SMILES: [C:1]([C:5]1[N:6]=[C:7]([C:10]2[O:11][C:12]3[CH:18]=[CH:17][C:16]([O:19]C)=[CH:15][C:13]=3[CH:14]=2)[S:8][CH:9]=1)([CH3:4])([CH3:3])[CH3:2].B(Br)(Br)Br.C(=O)([O-])O.[Na+]>ClCCl>[C:1]([C:5]1[N:6]=[C:7]([C:10]2[O:11][C:12]3[CH:18]=[CH:17][C:16]([OH:19])=[CH:15][C:13]=3[CH:14]=2)[S:8][CH:9]=1)([CH3:4])([CH3:2])[CH3:3] |f:2.3|. Yield: 95.7%. Reactants: C(O)([O-])=O.[Na+] (sodium hydrogen carbonate), C(C)(C)(C)C=1N=C(SC1)C=1OC2=C(C1)C=C(C=C2)OC (4-tert-butyl-2-(5-methoxybenzofuran-2-yl)thiazole), solution, B(Br)(Br)Br (boron tribromide). The reactants are ClCCl, O=C(O)C(F)(F)F, O=C(Nc1ccc2c(c1)c(-c1nc3ccccc3[nH]1)nn2C1CCCCO1)NC1CC1. The product is O=C(Nc1ccc2[nH]nc(-c3nc4ccccc4[nH]3)c2c1)NC1CC1. RXN SMILES: [Cl:39][CH2:40][Cl:41].[F:1][C:2]([F:3])([F:4])[C:5]([OH:6])=[O:7].[nH:8]1[c:9](-[c:17]2[n:18][n:19]([CH:33]3[CH2:34][CH2:35][CH2:36][CH2:37][O:38]3)[c:20]3[cH:21][cH:22][c:23]([NH:26][C:27](=[O:28])[NH:29][CH:30]4[CH2:31][CH2:32]4)[cH:24][c:25]23)[n:10][c:11]2[c:12]1[cH:13][cH:14][cH:15][cH:16]2>>[n:8]1[c:9](-[c:17]2[n:18][nH:19][c:20]3[cH:21][cH:22][c:23]([NH:26][C:27](=[O:28])[NH:29][CH:30]4[CH2:31][CH2:32]4)[cH:24][c:25]23)[nH:10][c:11]2[c:12]1[cH:13][cH:14][cH:15][cH:16]2. Reactants: FC(C(=O)O)(F)F (Triflouroacetic acid), CC=1C=C(C=CC1C)N1N=C(C(C1=O)=NNC=1C(=C(C=CC1)C1=CC(=CC=C1)C1=NN=NN1)O)C (2-(3,4-Dimethylphenyl)-4-{[2-hydroxy-3′-(1H-tetrazol-5-yl)biphenyl-3-yl]-hydrazono}-5-methyl-2,4-dihydropyrazol-3-one), [OH-].OCC[N+](C)(C)C (choline hydroxide). The solvent is O (water), C(C)O (ethanol), C(C)O (ethanol), O (water), CO (methanol). Reaction conditions: temperature 78 celsius, time 30 minute. Product: OCC[N+](C)(C)C.CC=1C=C(C=CC1C)N1N=C(C(C1=O)=NNC=1C(=C(C=CC1)C1=CC(=CC=C1)C1=NN=NN1)O)C (2-(3,4-dimethylphenyl)-4-{[2-hydroxy-3′-(1H-tetrazol-5-yl)biphenyl-3-yl]-hydrazono}-5-methyl-2,4-dihydropyrazol-3-one choline). Yield: 83.0%. As a reaction SMILES: [CH3:1][C:2]1[CH:3]=[C:4]([N:9]2[C:13](=[O:14])[C:12](=[N:15][NH:16][C:17]3[C:18]([OH:34])=[C:19]([C:23]4[CH:28]=[CH:27][CH:26]=[C:25]([C:29]5[NH:33][N:32]=[N:31][N:30]=5)[CH:24]=4)[CH:20]=[CH:21][CH:22]=3)[C:11]([CH3:35])=[N:10]2)[CH:5]=[CH:6][C:7]=1[CH3:8].[OH-].[OH:37][CH2:38][CH2:39][N+:40]([CH3:43])([CH3:42])[CH3:41].FC(F)(F)C(O)=O>C(O)C.O.CO>[OH:37][CH2:38][CH2:39][N+:40]([CH3:43])([CH3:42])[CH3:41].[CH3:1][C:2]1[CH:3]=[C:4]([N:9]2[C:13](=[O:14])[C:12](=[N:15][NH:16][C:17]3[C:18]([OH:34])=[C:19]([C:23]4[CH:28]=[CH:27][CH:26]=[C:25]([C:29]5[NH:30][N:31]=[N:32][N:33]=5)[CH:24]=4)[CH:20]=[CH:21][CH:22]=3)[C:11]([CH3:35])=[N:10]2)[CH:5]=[CH:6][C:7]=1[CH3:8] |f:1.2,7.8|. Reported procedure: 2-(3,4-Dimethylphenyl)-4-{[2-hydroxy-3′-(1H-tetrazol-5-yl)biphenyl-3-yl]-hydrazono}-5-methyl-2,4-dihydropyrazol-3-one (2.0 g, 4.29 mmole) was suspended in ethanol (17 ml) and water (1.85 ml). The brown slurry was treated with choline hydroxide (2.68 ml, 2.2 eq) (supplied as a 45% wt solution in methanol) at ambient temperature to form a deep purple solution which was stirred for 30 mins. The solution was filtered, and rinsed through with ethanol (4 ml). Triflouroacetic acid (0.36 ml, 1 eq) in wa... Starting materials: CCOC(COc1ccc(C#N)cc1)OCC, CCOCC, Cl. Yields the product N#Cc1ccc(OCC=O)cc1. RXN SMILES: [CH2:2]([O:4][CH:5]([O:3][CH2:16][CH3:17])[CH2:6][O:7][c:8]1[cH:9][cH:10][c:11]([C:12]#[N:13])[cH:14][cH:15]1)[CH3:18].[CH3:19][CH2:20][O:21][CH2:22][CH3:23].[ClH:1]>>[O:4]=[CH:5][CH2:6][O:7][c:8]1[cH:9][cH:10][c:11]([C:12]#[N:13])[cH:14][cH:15]1. Starting materials: Cl, O=N[O-], N#Cc1ccc(N)cn1, [Na+], O, O, O=S(Cl)Cl. Yields the product N#Cc1ccc(S(=O)(=O)Cl)cn1. As a reaction SMILES: [ClH:19].[N:10]([O-:11])=[O:12].[NH2:1][c:2]1[cH:3][cH:4][c:5]([C:8]#[N:9])[n:6][cH:7]1.[Na+:13].[OH2:14].[OH2:20].[S:15](=[O:16])([Cl:17])[Cl:18]>>[c:2]1([S:15](=[O:14])(=[O:16])[Cl:18])[cH:3][cH:4][c:5]([C:8]#[N:9])[n:6][cH:7]1. The reactants are Cc1cc2nc(N)cc(Cl)n2n1, [Na+], O=C([O-])O, c1ccncc1, O=C(Cl)C1CC1c1ccncc1. Product: Cc1cc2nc(NC(=O)C3CC3c3ccncc3)cc(Cl)n2n1. As a reaction SMILES: [Cl:1][c:2]1[cH:3][c:4]([NH2:12])[n:5][c:6]2[n:7]1[n:8][c:9]([CH3:11])[cH:10]2.[Na+:29].[O-:25][C:26]([OH:27])=[O:28].[cH:30]1[cH:31][cH:32][n:33][cH:34][cH:35]1.[n:13]1[cH:14][cH:15][c:16]([CH:19]2[CH:20]([C:22](=[O:23])[Cl:24])[CH2:21]2)[cH:17][cH:18]1>>[Cl:1][c:2]1[cH:3][c:4]([NH:12][C:22]([CH:20]2[CH:19]([c:16]3[cH:15][cH:14][n:13][cH:18][cH:17]3)[CH2:21]2)=[O:23])[n:5][c:6]2[n:7]1[n:8][c:9]([CH3:11])[cH:10]2. The reactants are O1CCN(CC1)CC(=O)OC(C)(C)C (Tert-butyl 2-morpholinoacetate), Cl (HCl). Run in O1CCOCC1 (dioxane), C(C)OCC (diethyl ether). The product is Cl.O1CCN(CC1)CC(=O)O (2-morpholinoacetic acid hydrochloride salt). Reaction SMILES: [O:1]1[CH2:6][CH2:5][N:4]([CH2:7][C:8]([O:10]C(C)(C)C)=[O:9])[CH2:3][CH2:2]1.[ClH:15]>O1CCOCC1.C(OCC)C>[ClH:15].[O:1]1[CH2:6][CH2:5][N:4]([CH2:7][C:8]([OH:10])=[O:9])[CH2:3][CH2:2]1 |f:4.5|. Reported procedure: Tert-butyl 2-morpholinoacetate (11 g, 54.7 mmol) was stirred with HCl, 4M in dioxane (54 mL), giving a white precipitate (a mild exotherm was observed) which slowly dissolved with stirring at room temperature. Ten minutes after complete dissolution, the mixture solidified. Then the mixture was warmed to 60° C. and the thick suspension was stirred vigorously overnight. The mixture was then cooled to room temperature, diluted with diethyl ether (60 mL) and filtered to collect the title compound (8... Product: Cl.BrC1=CC=C(C=C1)C(CCCN1CCC(CC1)C(C1=CC=CC=C1)(C1=CC=CC=C1)O)=O (4' -Bromo-4-[ 4-(α -hydroxy-α -phenylbenzyl)piperidino] -butyrophenone hydrochloride). The solvent is C1(=CC=CC=C1)C (toluene). Reaction SMILES: [C:1]1([C:7]([C:15]2[CH:20]=[CH:19][CH:18]=[CH:17][CH:16]=2)([CH:9]2[CH2:14][CH2:13][NH:12][CH2:11][CH2:10]2)[OH:8])[CH:6]=[CH:5][CH:4]=[CH:3][CH:2]=1.[Br:21][C:22]1[CH:27]=[CH:26][C:25]([C:28](=[O:33])[CH2:29][CH2:30][CH2:31][Cl:32])=[CH:24][CH:23]=1.C(=O)(O)[O-].[K+]>C1(C)C=CC=CC=1>[ClH:32].[Br:21][C:22]1[CH:23]=[CH:24][C:25]([C:28](=[O:33])[CH2:29][CH2:30][CH2:31][N:12]2[CH2:13][CH2:14][CH:9]([C:7]([OH:8])([C:15]3[CH:20]=[CH:19][CH:18]=[CH:17][CH:16]=3)[C:1]3[CH:2]=[CH:3][CH:4]=[CH:5][CH:6]=3)[CH2:10][CH2:11]2)=[CH:26][CH:27]=1 |f:2.3,5.6|. Reported procedure: A mixture of 45.4 g (0.17 mole) of α,α -diphenyl-4-piperidinemethanol, 49.99 g (0.19 mole) of 4'-bromo-4-chlorobutyrophenone, 30 g (0.3 mole) of potassium bicarbonate and 700 ml of toluene was refluxed for 3 days. Upon cooling to room temperature the mixture was filtered, and the filtrate was cooled and treated with ethereal HCl then ether. The resulting solid was washed with ether, dried, and dissolved in 2 liters of methanol. The solution was treated with charcoal, filtered, and concentrated t... Reactants: C1(=CC=CC=C1)C(O)(C1CCNCC1)C1=CC=CC=C1 (α,α -diphenyl-4-piperidinemethanol), BrC1=CC=C(C=C1)C(CCCCl)=O (4'-bromo-4-chlorobutyrophenone), C([O-])(O)=O.[K+] (potassium bicarbonate).